This data is from the Open Reaction Database (ORD), a public repository of structured organic reaction records. The task is: describe an organic reaction: reactants, conditions, products, and yield The reactants are FC=1C=C(C=O)C(=CC1)[N+](=O)[O-] (3-fluoro-6-nitrobenzaldehyde), C(#N)CC(=O)N (2-cyanoacetamide), N1CCCCC1 (piperidine). The solvent is C(C)O (ethanol). The product is C(#N)C(C(=O)N)=CC1=C(C=CC(=C1)F)[N+](=O)[O-] (α-Cyano-β-(2-Nitro-5-Fluorophenyl)Acrylamide). RXN SMILES: [F:1][C:2]1[CH:3]=[C:4]([C:7]([N+:10]([O-:12])=[O:11])=[CH:8][CH:9]=1)[CH:5]=O.[C:13]([CH2:15][C:16]([NH2:18])=[O:17])#[N:14].N1CCCCC1>C(O)C>[C:13]([C:15](=[CH:5][C:4]1[CH:3]=[C:2]([F:1])[CH:9]=[CH:8][C:7]=1[N+:10]([O-:12])=[O:11])[C:16]([NH2:18])=[O:17])#[N:14]. Procedure details: A mixture of 3-fluoro-6-nitrobenzaldehyde (10.0 g., 0.0592 mole), 2-cyanoacetamide (5.24 g., 0.0622 mole), piperidine (0.37 g., 4.36 millimole) and ethanol (92 ml.) is heated to reflux on a steam bath for two hours. It is then cooled in an ice-bath whereupon the product precipitates and is recovered by filtration, washed with cold ethanol and dried. Yield = 9.1 g. (65%) of crude product. M.P. 162°-166° C. Reactants: CCOC(C)=O, Cl, CC(C)CN(C(=O)c1nnn(-c2ccccc2F)c1COc1ccccc1)C1CC(C(=O)N2CCOCC2)CN(C(=O)OC(C)(C)C)C1. Yields the product CC(C)CN(C(=O)c1nnn(-c2ccccc2F)c1COc1ccccc1)C1CNCC(C(=O)N2CCOCC2)C1. RXN SMILES: [C:49]([O:50][CH2:51][CH3:52])(=[O:53])[CH3:54].[ClH:55].[F:1][c:2]1[c:3](-[n:8]2[n:9][n:10][c:11]([C:21](=[O:22])[N:23]([CH:24]3[CH2:25][N:26]([C:38]([O:39][C:40]([CH3:41])([CH3:42])[CH3:43])=[O:44])[CH2:27][CH:28]([C:30](=[O:31])[N:32]4[CH2:33][CH2:34][O:35][CH2:36][CH2:37]4)[CH2:29]3)[CH2:45][CH:46]([CH3:47])[CH3:48])[c:12]2[CH2:13][O:14][c:15]2[cH:16][cH:17][cH:18][cH:19][cH:20]2)[cH:4][cH:5][cH:6][cH:7]1>>[F:1][c:2]1[c:3](-[n:8]2[n:9][n:10][c:11]([C:21](=[O:22])[N:23]([CH:24]3[CH2:25][NH:26][CH2:27][CH:28]([C:30](=[O:31])[N:32]4[CH2:33][CH2:34][O:35][CH2:36][CH2:37]4)[CH2:29]3)[CH2:45][CH:46]([CH3:47])[CH3:48])[c:12]2[CH2:13][O:14][c:15]2[cH:16][cH:17][cH:18][cH:19][cH:20]2)[cH:4][cH:5][cH:6][cH:7]1.